This data is from the Open Reaction Database (ORD), a public repository of structured organic reaction records. The task is: describe an organic reaction: reactants, conditions, products, and yield Starting materials: NC=1C(=CC(=C(C#N)C1)\C(\C)=C\C(C)=O)Cl ((E)-5-amino-4-chloro-2-(4-oxopent-2-en-2-yl)benzonitrile), C(C)(=O)O (Acetic acid). The reagents and catalysts are [OH-].[OH-].[Pd+2] (Pd(OH)2 on carbon). Solvent: CO (MeOH). Reaction conditions: time 48 hour. The product is NC=1C(=CC(=C(C#N)C1)C(C)CC(C)=O)Cl (5-amino-4-chloro-2-(4-oxopentan-2-yl)benzonitrile). Isolated yield 60.5%. RXN SMILES: [NH2:1][C:2]1[C:3]([Cl:16])=[CH:4][C:5](/[C:10](=[CH:12]/[C:13](=[O:15])[CH3:14])/[CH3:11])=[C:6]([CH:9]=1)[C:7]#[N:8].C(O)(=O)C>CO.[OH-].[OH-].[Pd+2]>[NH2:1][C:2]1[C:3]([Cl:16])=[CH:4][C:5]([CH:10]([CH2:12][C:13](=[O:15])[CH3:14])[CH3:11])=[C:6]([CH:9]=1)[C:7]#[N:8] |f:3.4.5|. Procedure: (E)-5-amino-4-chloro-2-(4-oxopent-2-en-2-yl)benzonitrile (120 mg, 0.51 mmol) and Pd(OH)2 on carbon (10% w/w, 10 mg) was suspended in MeOH (3 mL). Acetic acid (0.06 mL) was then added and the reaction was stirred at room temperature under a balloon of H2 for 48 h. The reaction was then filtered through a pad of Celite, washing with EtOAc. The eluent was then concentrated in vacuo and the material was purified on ISCO (0-80% EtOAc/Hexane) to give 5-amino-4-chloro-2-(4-oxopentan-2-yl)benzonitrile (... The reactants are CCO, CCOC(=O)CC(=O)c1cccc(OC)c1C, [H][H]. Yields the product CCOC(=O)CCc1cccc(OC)c1C. RXN SMILES: [CH2:20]([OH:21])[CH3:22].[CH3:1][O:2][c:3]1[c:4]([CH3:17])[c:5]([C:9]([CH2:10][C:11](=[O:12])[O:13][CH2:14][CH3:15])=[O:16])[cH:6][cH:7][cH:8]1.[H:18][H:19]>>[CH3:1][O:2][c:3]1[c:4]([CH3:17])[c:5]([CH2:9][CH2:10][C:11](=[O:12])[O:13][CH2:14][CH3:15])[cH:6][cH:7][cH:8]1. Reactants: COC(=O)C(Cc1ccccc1)NC(=O)OC(C)(C)C, C1CCOC1, CCCC[Mg+], CCOC(C)=O, CC(C)NC(C)C, [Cl-], ClCCl, Cl, O. Yields the product CC(C)(C)OC(=O)NC(Cc1ccccc1)C(=O)C(Cl)Cl. Reaction SMILES: [C:14]([CH3:15])([CH3:16])([CH3:17])[O:18][C:19](=[O:20])[NH:21][CH:22]([C:23]([O:25][CH3:24])=[O:26])[CH2:27][c:28]1[cH:29][cH:30][cH:31][cH:32][cH:33]1.[CH2:45]1[O:46][CH2:47][CH2:48][CH2:49]1.[CH2:9]([Mg+:10])[CH2:11][CH2:12][CH3:13].[CH3:38][CH2:39][O:40][C:41](=[O:42])[CH3:43].[CH:1]([NH:2][CH:3]([CH3:4])[CH3:5])([CH3:6])[CH3:7].[Cl-:8].[Cl:34][CH2:35][Cl:36].[ClH:37].[OH2:44]>>[C:14]([CH3:15])([CH3:16])([CH3:17])[O:18][C:19](=[O:20])[NH:21][CH:22]([C:23](=[O:25])[CH:35]([Cl:34])[Cl:36])[CH2:27][c:28]1[cH:29][cH:30][cH:31][cH:32][cH:33]1.